Dataset: the Open Reaction Database (ORD), a public repository of structured organic reaction records. Task: describe an organic reaction: reactants, conditions, products, and yield Starting materials: COc1ccc(S(=O)(=O)N(CCC(=O)N2CCN(CCO)CC2)C(C(=O)NOCc2ccccc2)C(C)C)cc1, CO, Cl, [H][H], [Pd]. Product: COc1ccc(S(=O)(=O)N(CCC(=O)N2CCN(CCO)CC2)C(C(=O)NO)C(C)C)cc1. As a reaction SMILES: [CH2:2]([c:3]1[cH:4][cH:5][cH:6][cH:7][cH:8]1)[O:9][NH:10][C:11]([CH:12]([CH:13]([CH3:14])[CH3:15])[N:16]([S:17](=[O:18])(=[O:19])[c:20]1[cH:21][cH:22][c:23]([O:26][CH3:27])[cH:24][cH:25]1)[CH2:28][CH2:29][C:30](=[O:31])[N:32]1[CH2:33][CH2:34][N:35]([CH2:38][CH2:39][OH:40])[CH2:36][CH2:37]1)=[O:41].[CH3:44][OH:45].[ClH:1].[H:42][H:43].[Pd:46]>>[OH:9][NH:10][C:11]([CH:12]([CH:13]([CH3:14])[CH3:15])[N:16]([S:17](=[O:18])(=[O:19])[c:20]1[cH:21][cH:22][c:23]([O:26][CH3:27])[cH:24][cH:25]1)[CH2:28][CH2:29][C:30](=[O:31])[N:32]1[CH2:33][CH2:34][N:35]([CH2:38][CH2:39][OH:40])[CH2:36][CH2:37]1)=[O:41].